Task: describe an organic reaction: reactants, conditions, products, and yield. Dataset: the Open Reaction Database (ORD), a public repository of structured organic reaction records Starting materials: [BH4-], C1CCOC1, CO, Cc1nc(Cl)ccc1C#N, Cl, [Na+]. Product: Cc1nc(Cl)ccc1CN. As a reaction SMILES: [BH4-:11].[CH2:16]1[O:17][CH2:18][CH2:19][CH2:20]1.[CH3:13][OH:14].[Cl:1][c:2]1[n:3][c:4]([CH3:10])[c:5]([C:6]#[N:7])[cH:8][cH:9]1.[ClH:15].[Na+:12]>>[Cl:1][c:2]1[n:3][c:4]([CH3:10])[c:5]([CH2:6][NH2:7])[cH:8][cH:9]1. Product: CC(=O)OCc1c(-c2cc(Nc3cc4n(n3)CCN(C3COC3)C4)c(=O)n(C)c2)cc(F)cc1N1CCc2c(sc3c2CC(C)(C)C3)C1=O. Starting materials: Cn1cc(Br)cc(Nc2cc3n(n2)CCN(C2COC2)C3)c1=O, CC(=O)OCc1c(B2OC(C)(C)C(C)(C)O2)cc(F)cc1N1CCc2c(sc3c2CC(C)(C)C3)C1=O, CC(=O)[O-], CC#N, [Na+]. Reaction SMILES: [Br:37][c:38]1[cH:39][c:40]([NH:46][c:47]2[n:48][n:49]3[c:50]([cH:59]2)[CH2:51][N:52]([CH:55]2[CH2:56][O:57][CH2:58]2)[CH2:53][CH2:54]3)[c:41](=[O:45])[n:42]([CH3:44])[cH:43]1.[C:1]([CH3:2])(=[O:3])[O:4][CH2:5][c:6]1[c:7]([N:22]2[C:23](=[O:36])[c:24]3[s:25][c:26]4[c:30]([c:31]3[CH2:32][CH2:33]2)[CH2:29][C:28]([CH3:34])([CH3:35])[CH2:27]4)[cH:8][c:9]([F:21])[cH:10][c:11]1[B:12]1[O:13][C:14]([CH3:15])([CH3:16])[C:17]([CH3:18])([CH3:19])[O:20]1.[C:60]([O-:61])(=[O:62])[CH3:63].[CH3:65][C:66]#[N:67].[Na+:64]>>[C:1]([CH3:2])(=[O:3])[O:4][CH2:5][c:6]1[c:7]([N:22]2[C:23](=[O:36])[c:24]3[s:25][c:26]4[c:30]([c:31]3[CH2:32][CH2:33]2)[CH2:29][C:28]([CH3:34])([CH3:35])[CH2:27]4)[cH:8][c:9]([F:21])[cH:10][c:11]1-[c:38]1[cH:39][c:40]([NH:46][c:47]2[n:48][n:49]3[c:50]([cH:59]2)[CH2:51][N:52]([CH:55]2[CH2:56][O:57][CH2:58]2)[CH2:53][CH2:54]3)[c:41](=[O:45])[n:42]([CH3:44])[cH:43]1. Starting materials: [Cl-].[NH4+] (ammonium chloride), ClC(=O)OCC1C2=CC=CC=C2C=2C=CC=CC12 (9-Fluorenylmethyl chloroformate), ClC1=CC=C(C=C1)[C@@H]1COC[C@@H](N1)CO ([(3S,5R)-5-(4-chlorophenyl)morpholin-3-yl]methanol), C([O-])(O)=O.[Na+] (sodium bicarbonate). Run in C(Cl)(Cl)Cl (chloroform), C(Cl)Cl (methylene chloride). Reaction conditions: time 8 hour. Product: ClC1=CC=C(C=C1)[C@H]1N([C@H](COC1)CO)C(=O)OCC1C2=CC=CC=C2C=2C=CC=CC12 (9H-fluoren-9-ylmethyl (3R,5S)-3-(4-chlorophenyl)-5-hydroxymethylmorpholine-4-carboxylate). Yield: 90.0%. As a reaction SMILES: Cl[C:2]([O:4][CH2:5][CH:6]1[C:18]2[CH:17]=[CH:16][CH:15]=[CH:14][C:13]=2[C:12]2[C:7]1=[CH:8][CH:9]=[CH:10][CH:11]=2)=[O:3].[Cl:19][C:20]1[CH:25]=[CH:24][C:23]([C@H:26]2[NH:31][C@@H:30]([CH2:32][OH:33])[CH2:29][O:28][CH2:27]2)=[CH:22][CH:21]=1.C(=O)(O)[O-].[Na+].[Cl-].[NH4+]>C(Cl)Cl.C(Cl)(Cl)Cl>[Cl:19][C:20]1[CH:21]=[CH:22][C:23]([C@@H:26]2[CH2:27][O:28][CH2:29][C@H:30]([CH2:32][OH:33])[N:31]2[C:2]([O:4][CH2:5][CH:6]2[C:7]3[CH:8]=[CH:9][CH:10]=[CH:11][C:12]=3[C:13]3[C:18]2=[CH:17][CH:16]=[CH:15][CH:14]=3)=[O:3])=[CH:24][CH:25]=1 |f:2.3,4.5|. Procedure details: 9-Fluorenylmethyl chloroformate (122 mg) was added to a mixed solution of [(3S,5R)-5-(4-chlorophenyl)morpholin-3-yl]methanol (86 mg) in methylene chloride (3 mL) and a saturated sodium bicarbonate solution (3 mL). The reaction solution was stirred at room temperature for eight hours. Then, chloroform and a saturated ammonium chloride solution were added to the reaction solution, and the organic layer was separated. The resulting organic layer was washed with brine, and then dried over anhydrous ... Starting materials: Cl, O=C1NS(=O)(=O)c2ccsc21, O, S=P12SP3(=S)SP(=S)(S1)SP(=S)(S2)S3, c1ccncc1. Yields the product O=S1(=O)NC(=S)c2sccc21, Cl. As a reaction SMILES: [ClH:27].[O:1]=[C:2]1[NH:3][S:4](=[O:10])(=[O:11])[c:5]2[c:6]1[s:7][cH:8][cH:9]2.[OH2:26].[P:12]12(=[S:13])[S:14][P:15]3(=[S:25])[S:16][P:17](=[S:23])([S:18][P:19](=[S:22])([S:20]3)[S:21]1)[S:24]2.[cH:28]1[cH:29][cH:30][n:31][cH:32][cH:33]1>>[C:2]1(=[S:13])[NH:3][S:4](=[O:10])(=[O:11])[c:5]2[c:6]1[s:7][cH:8][cH:9]2.[ClH:27]. The reactants are TEA, 3-(diethoxyphosphorylloxy)-1,2,3-benzotriazin-4-(3H)-one, CC(C(=O)Cl)=C (2-methylprop-2-enoyl chloride), CC=1C=C(C=CC1)B(O)O ((3-methylphenyl)boronic acid), BrC1=CN(C=2N=CN=C(C21)C2=CC(=CC=C2)NC(=O)OC(C)(C)C)C(=O)OC(C)(C)C (tert-butyl 5-bromo-4-{3-[(tert-butoxycarbonyl)amino]phenyl}-7H-pyrrolo[2,3-d]pyrimidine-7-carboxylate), P(=O)([O-])([O-])[O-].[K+].[K+].[K+] (potassium phosphate). Reagents/catalysts: [Pd](Cl)Cl.C(C)(C)(C)P([C-]1C=CC=C1)C(C)(C)C.[C-]1(C=CC=C1)P(C(C)(C)C)C(C)(C)C.[Fe+2] (1,1′-bis(di-tert-butylphosphino)ferrocene palladium dichloride). Solvent: CN(C)C=O (DMF), C1(=CC=CC=C1)C (toluene). Reaction conditions: temperature 60 celsius, time 2 hour. Product: CC(C(=O)NC1=CC(=CC=C1)C=1C2=C(N=CN1)NC=C2C2=CC(=CC=C2)C)=C (2-methyl-N-{3-[5-(3-methylphenyl)-7H-pyrrolo[2,3-d]pyrimidin-4-yl]phenyl}prop-2-enamide). As a reaction SMILES: [CH3:1][C:2]1[CH:3]=[C:4](B(O)O)[CH:5]=[CH:6][CH:7]=1.Br[C:12]1[C:20]2[C:19]([C:21]3[CH:26]=[CH:25][CH:24]=[C:23]([NH:27][C:28]([O:30]C(C)(C)C)=O)[CH:22]=3)=[N:18][CH:17]=[N:16][C:15]=2[N:14](C(OC(C)(C)C)=O)[CH:13]=1.P([O-])([O-])([O-])=O.[K+].[K+].[K+].[CH3:50][C:51](=C)[C:52](Cl)=O>C1(C)C=CC=CC=1.[Pd](Cl)Cl.C(P(C(C)(C)C)[C-]1C=CC=C1)(C)(C)C.[C-]1(P(C(C)(C)C)C(C)(C)C)C=CC=C1.[Fe+2].CN(C=O)C>[CH3:52][C:51](=[CH2:50])[C:28]([NH:27][C:23]1[CH:24]=[CH:25][CH:26]=[C:21]([C:19]2[C:20]3[C:12]([C:6]4[CH:5]=[CH:4][CH:3]=[C:2]([CH3:1])[CH:7]=4)=[CH:13][NH:14][C:15]=3[N:16]=[CH:17][N:18]=2)[CH:22]=1)=[O:30] |f:2.3.4.5,8.9.10.11|. Procedure: A mixture of (3-methylphenyl)boronic acid (26.4 mg, 0.194 mmol), tert-butyl 5-bromo-4-{3-[(tert-butoxycarbonyl)amino]phenyl}-7H-pyrrolo[2,3-d]pyrimidine-7-carboxylate (50 mg, 0.10 mmol), potassium phosphate (1 M aqueous solution, 511 μL, 0.511 mmol), and 1,1′-bis(di-tert-butylphosphino)ferrocene palladium dichloride (6.66 mg, 10.2 μmol) in degassed toluene (1.02 mL) was heated to 60° C. for 18 hours. The reaction mixture was filtered through Celite and concentrated under reduced pressure. The cr...